This data is from the Open Reaction Database (ORD), a public repository of structured organic reaction records. The task is: describe an organic reaction: reactants, conditions, products, and yield Starting materials: C(C)NC1=C(C=C(C(=C1)OC)OC)C1CC=2C=CC(=CC2CC1)OC(C(C)(C)C)=O (pivalic acid 6-(2-ethylamino-4,5-dimethoxyphenyl)-5,6,7,8-tetrahydronaphthalen-2-yl ester), Cl.N1(CCCCCC1)CCC1=CC=C(C(=O)O)C=C1 (4-(2-azepan-1-ylethyl)benzoic acid hydrochloride). The product is N1(CCCCCC1)CCC1=CC=C(CCCNC2=C(C=C(C(=C2)OC)OC)C2CC=3C=CC(=CC3CC2)O)C=C1 (6-{2-{[4-(2-Azepan-1-ylethyl)benzyl]ethylamino}-4,5-dimethoxyphenyl}-5,6,7,8-tetrahydronaphthalen-2-ol). The yield is 48.5%. Reaction SMILES: [CH2:1]([NH:3][C:4]1[CH:9]=[C:8]([O:10][CH3:11])[C:7]([O:12][CH3:13])=[CH:6][C:5]=1[CH:14]1[CH2:23][CH2:22][C:21]2[CH:20]=[C:19]([O:24]C(=O)C(C)(C)C)[CH:18]=[CH:17][C:16]=2[CH2:15]1)[CH3:2].Cl.[N:32]1([CH2:39][CH2:40][C:41]2[CH:49]=[CH:48][C:44]([C:45](O)=O)=[CH:43][CH:42]=2)[CH2:38][CH2:37][CH2:36][CH2:35][CH2:34][CH2:33]1>>[N:32]1([CH2:39][CH2:40][C:41]2[CH:49]=[CH:48][C:44]([CH2:45][CH2:2][CH2:1][NH:3][C:4]3[CH:9]=[C:8]([O:10][CH3:11])[C:7]([O:12][CH3:13])=[CH:6][C:5]=3[CH:14]3[CH2:23][CH2:22][C:21]4[CH:20]=[C:19]([OH:24])[CH:18]=[CH:17][C:16]=4[CH2:15]3)=[CH:43][CH:42]=2)[CH2:38][CH2:37][CH2:36][CH2:35][CH2:34][CH2:33]1 |f:1.2|. Reported procedure: Synthesized from pivalic acid 6-(2-ethylamino-4,5-dimethoxyphenyl)-5,6,7,8-tetrahydronaphthalen-2-yl ester (50 mg) and 4-(2-azepan-1-ylethyl)benzoic acid hydrochloride (100 mg) according to an analogous synthetic method to Example 337 described below, the title compound (32 mg) was obtained. The reactants are C(CC(O)(C(=O)O)CC(=O)O)(=O)O (citric acid), BrC1=C(C=C(C(=C1)C)Br)C (1,4-dibromo-2,5-dimethylbenzene), C(CCC)[Li] (n-butyl lithium), C(C)(C)[Mg]Cl (Isopropyl magnesium chloride). The solvent is C1CCOC1 (THF), CN(C)C=O (DMF), C1CCOC1 (THF). Conditions: temperature -10 celsius, time 0.25 hour. Yields the product BrC1=CC(=C(C=O)C=C1C)C (4-bromo-2,5-dimethylbenzaldehyde). The yield is 91.0%. As a reaction SMILES: Br[C:2]1[CH:7]=[C:6]([CH3:8])[C:5]([Br:9])=[CH:4][C:3]=1[CH3:10].C([Mg]Cl)(C)C.C([Li])CCC.C(O)(=O)C[C:23](CC(O)=O)(C(O)=O)[OH:24]>C1COCC1.CN(C=O)C>[Br:9][C:5]1[C:6]([CH3:8])=[CH:7][C:2]([CH:23]=[O:24])=[C:3]([CH3:10])[CH:4]=1. Reported procedure: A solution of 1,4-dibromo-2,5-dimethylbenzene (5.0 g, 18.94 mmol, Aldrich) in anhydrous THF (20 mL) was cooled to about −10° C. Isopropyl magnesium chloride (3.95 mL, 2.0 M in THF, 7.9 mmol) was added. The mixture was allowed to stir at about −10° C. for about 0.25 h. Next n-butyl lithium (6.31 mL, 2.5 M in hexanes, 15.8 mmol) was added dropwise keeping the temperature at or below about 0° C. Once the addition was complete the reaction was stirred at about −10° C. for about 1 h. Next a solution ... Product: CCOC(=O)c1ccc(NC(CC)c2nccnc2OCc2ccccc2)cc1. As a reaction SMILES: [CH2:1]([c:2]1[cH:3][cH:4][cH:5][cH:6][cH:7]1)[O:8][c:9]1[n:10][cH:11][cH:12][n:13][c:14]1[CH2:15][NH:16][c:17]1[cH:18][cH:19][c:20]([C:21](=[O:22])[O:23][CH2:24][CH3:25])[cH:26][cH:27]1.[CH2:30]([CH3:31])[I:32].[CH3:39][C:40](=[O:41])[OH:42].[H-:28].[Na+:29].[O:34]=[CH:35][N:36]([CH3:37])[CH3:38].[OH2:33]>>[CH2:1]([c:2]1[cH:3][cH:4][cH:5][cH:6][cH:7]1)[O:8][c:9]1[n:10][cH:11][cH:12][n:13][c:14]1[CH:15]([NH:16][c:17]1[cH:18][cH:19][c:20]([C:21](=[O:22])[O:23][CH2:24][CH3:25])[cH:26][cH:27]1)[CH2:30][CH3:31]. Reactants: CCOC(=O)c1ccc(NCc2nccnc2OCc2ccccc2)cc1, CCI, CC(=O)O, [H-], [Na+], CN(C)C=O, O.